Dataset: the Open Reaction Database (ORD), a public repository of structured organic reaction records. Task: describe an organic reaction: reactants, conditions, products, and yield Starting materials: C1CCOC1, C[Zn+], [Cl-], CCOC(=O)Cc1ccc(Oc2ccc(C(=O)NCCc3ccc(Cl)cc3)cc2)c(Br)c1. Yields the product CCOC(=O)Cc1ccc(Oc2ccc(C(=O)NCCc3ccc(Cl)cc3)cc2)c(C)c1. RXN SMILES: [CH2:36]1[O:37][CH2:38][CH2:39][CH2:40]1.[CH3:34][Zn+:35].[Cl-:33].[Cl:1][c:2]1[cH:3][cH:4][c:5]([CH2:6][CH2:7][NH:8][C:9](=[O:10])[c:11]2[cH:12][cH:13][c:14]([O:15][c:16]3[c:17]([Br:28])[cH:18][c:19]([CH2:22][C:23](=[O:24])[O:25][CH2:26][CH3:27])[cH:20][cH:21]3)[cH:29][cH:30]2)[cH:31][cH:32]1>>[Cl:1][c:2]1[cH:3][cH:4][c:5]([CH2:6][CH2:7][NH:8][C:9](=[O:10])[c:11]2[cH:12][cH:13][c:14]([O:15][c:16]3[c:17]([CH3:34])[cH:18][c:19]([CH2:22][C:23](=[O:24])[O:25][CH2:26][CH3:27])[cH:20][cH:21]3)[cH:29][cH:30]2)[cH:31][cH:32]1. The reactants are [BH4-], CO, COC(=O)CCCSCCN1C(=O)CCCC1C=CC(=O)Cc1ccccc1, ClCCl, [Na+]. The product is COC(=O)CCCSCCN1C(=O)CCCC1C=CC(O)Cc1ccccc1. As a reaction SMILES: [BH4-:1].[CH3:3][OH:4].[CH3:5][O:6][C:7]([CH2:8][CH2:9][CH2:10][S:11][CH2:12][CH2:13][N:14]1[C:15](=[O:31])[CH2:16][CH2:17][CH2:18][CH:19]1[CH:20]=[CH:21][C:22]([CH2:23][c:24]1[cH:25][cH:26][cH:27][cH:28][cH:29]1)=[O:30])=[O:32].[Cl:33][CH2:34][Cl:35].[Na+:2]>>[CH3:5][O:6][C:7]([CH2:8][CH2:9][CH2:10][S:11][CH2:12][CH2:13][N:14]1[C:15](=[O:31])[CH2:16][CH2:17][CH2:18][CH:19]1[CH:20]=[CH:21][CH:22]([CH2:23][c:24]1[cH:25][cH:26][cH:27][cH:28][cH:29]1)[OH:30])=[O:32]. The reactants are O.C([O-])(O)=O.[Na+] (sodium bicarbonate water), [I-].[Na+] (Sodium iodide), [N-]=[N+]=[N-].[Na+] (sodium azide), ClCCC\C(=C/C1=CC(=C(C=C1)N1C=NC(=C1)C)OC)\C=1OC(=NN1)CC1=CC=C(C=C1)F (2-{4-chloro-1-{1-[3-methoxy-4-(4-methyl-1H-imidazol-1-yl)phenyl]-(E)-methylidene}butyl}-5-(4-fluorobenzyl)[1,3,4]oxadiazole). The solvent is C(C)(=O)OCC (ethyl acetate), CN(C)C=O (DMF). Reaction conditions: temperature 80 celsius, time 5 hour. Yields the product N(=[N+]=[N-])CCC\C(=C/C1=CC(=C(C=C1)N1C=NC(=C1)C)OC)\C=1OC(=NN1)CC1=CC=C(C=C1)F (2-{4-azido-1-{1-[3-methoxy-4-(4-methyl-1H-imidazol-1-yl)phenyl]-(E)-methylidene}butyl}-5-(4-fluorobenzyl)[1,3,4]oxadiazole). The yield is 68.5%. Reaction SMILES: [I-].[Na+].[N-:3]=[N+:4]=[N-:5].[Na+].Cl[CH2:8][CH2:9][CH2:10]/[C:11](/[C:27]1[O:28][C:29]([CH2:32][C:33]2[CH:38]=[CH:37][C:36]([F:39])=[CH:35][CH:34]=2)=[N:30][N:31]=1)=[CH:12]\[C:13]1[CH:18]=[CH:17][C:16]([N:19]2[CH:23]=[C:22]([CH3:24])[N:21]=[CH:20]2)=[C:15]([O:25][CH3:26])[CH:14]=1.O.C(=O)(O)[O-].[Na+]>CN(C=O)C.C(OCC)(=O)C>[N:3]([CH2:8][CH2:9][CH2:10]/[C:11](/[C:27]1[O:28][C:29]([CH2:32][C:33]2[CH:34]=[CH:35][C:36]([F:39])=[CH:37][CH:38]=2)=[N:30][N:31]=1)=[CH:12]\[C:13]1[CH:18]=[CH:17][C:16]([N:19]2[CH:23]=[C:22]([CH3:24])[N:21]=[CH:20]2)=[C:15]([O:25][CH3:26])[CH:14]=1)=[N+:4]=[N-:5] |f:0.1,2.3,5.6.7|. Procedure: Sodium iodide (35 mg) and sodium azide (20 mg) were added to a solution of 2-{4-chloro-1-{1-[3-methoxy-4-(4-methyl-1H-imidazol-1-yl)phenyl]-(E)-methylidene}butyl}-5-(4-fluorobenzyl)[1,3,4]oxadiazole (72 mg) in DMF (2 mL), and the reaction solution was stirred at 80° C. for five hours. The reaction solution was left to cool to room temperature. Then, ethyl acetate and saturated sodium bicarbonate water were added to the reaction solution, and the organic layer was separated. The resulting organic... The reactants are C(CCC)[Li] (n-Butyllithium), solution, CN1CCNCC1 (1-methylpiperazine), Cl[Si](CC)(CC)CC (chlorotriethylsilane), C1(=CC=CC=C1)C=1C(=COC1)C=O (4-phenyl-3-furaldehyde), C(C)(CC)[Li] (sec-butyllithium), solution. Solvent: CCCCCC (hexane), O1CCCC1 (tetrahydrofuran), C1CCCCC1 (cyclohexane). Run at time 15 minute. Yields the product C1(=CC=CC=C1)C1(OC=C(C1)C=O)[Si](CC)(CC)CC (2-Phenyl-2-triethylsilyl-4-furaldehyde). As a reaction SMILES: [CH2:1]([Li])[CH2:2][CH2:3][CH3:4].CN1CCN[CH2:9][CH2:8]1.C1([C:19]2[C:20]([CH:24]=[O:25])=[CH:21][O:22][CH:23]=2)C=CC=CC=1.C([Li])(CC)C.Cl[Si:32]([CH2:37][CH3:38])([CH2:35][CH3:36])[CH2:33][CH3:34]>CCCCCC.O1CCCC1.C1CCCCC1>[C:4]1([C:23]2([Si:32]([CH2:37][CH3:38])([CH2:35][CH3:36])[CH2:33][CH3:34])[CH2:19][C:20]([CH:24]=[O:25])=[CH:21][O:22]2)[CH:9]=[CH:8][CH:1]=[CH:2][CH:3]=1. Procedure: n-Butyllithium (a 1.42M solution in hexane, 2.33 ml, 3.31 mmol) was added to a solution of 1-methylpiperazine (331 mg. 3.31 mmol) in tetrahydrofuran (15 ml) at 0 degrees under argon. After 15 minutes the solution was cooled to -78 degrees and 4-phenyl-3-furaldehyde. (517 mg, 3.01 mmol) was added. This mixture was warmed to 0 degrees and stirred for 15 minutes, then recooled to -78 degrees before sec-butyllithium (a 1.3M solution in cyclohexane, 2.77 ml, 3.61 mmol) was added dropwise This solutio...